This data is from the Open Reaction Database (ORD), a public repository of structured organic reaction records. The task is: describe an organic reaction: reactants, conditions, products, and yield Yield: 70.2%. RXN SMILES: [C:1]([OH:11])(=[O:10])[CH:2]=[CH:3][C:4]1[CH:9]=[CH:8][CH:7]=[CH:6][CH:5]=1.[C:12]1([SH:18])[CH:17]=[CH:16][CH:15]=[CH:14][CH:13]=1.Br>C(O)(=O)C.O>[C:4]1([CH:3]([S:18][C:12]2[CH:17]=[CH:16][CH:15]=[CH:14][CH:13]=2)[CH2:2][C:1]([OH:11])=[O:10])[CH:5]=[CH:6][CH:7]=[CH:8][CH:9]=1. The reactants are C(C=CC1=CC=CC=C1)(=O)O (Cinnamic acid), C1(=CC=CC=C1)S (benzenethiol), Br (hydrogen bromide). Procedure details: Cinnamic acid (30.0 g.), benzenethiol (24.0 g.) and 45% w/v hydrogen bromide in acetic acid (21.5 ml) were heated together at 100° for 7 hrs. The reaction mixture was diluted with water and steam distilled to remove unchanged thiol. The hot aqueous layer was decanted from the oily product, which was recrystallised from 60°-80° petrleum ether to give 3-phenyl-3-(phenylthio)propionic acid (36.7 g) m.pt. 85°-90°. A sample recrystallised again from 60°-80° petroleum ether had m.pt. 88°-90°. Solvent: C(C)(=O)O (acetic acid), O (water). Product: C1(=CC=CC=C1)C(CC(=O)O)SC1=CC=CC=C1 (3-phenyl-3-(phenylthio)propionic acid).